This data is from the Open Reaction Database (ORD), a public repository of structured organic reaction records. The task is: describe an organic reaction: reactants, conditions, products, and yield Starting materials: CCCC[Sn](CCCC)(CCCC)c1ccccn1, Cc1ccccc1, CCOC(C)=O, COC(=O)c1ccc2ncc(I)n2c1, c1ccc(P(c2ccccc2)(c2ccccc2)[Pd](P(c2ccccc2)(c2ccccc2)c2ccccc2)(P(c2ccccc2)(c2ccccc2)c2ccccc2)P(c2ccccc2)(c2ccccc2)c2ccccc2)cc1. Yields the product COC(=O)c1ccc2ncc(-c3ccccn3)n2c1. As a reaction SMILES: [CH2:15]([Sn:16]([CH2:17][CH2:18][CH2:19][CH3:26])([c:20]1[n:21][cH:22][cH:23][cH:24][cH:25]1)[CH2:27][CH2:28][CH2:29][CH3:30])[CH2:31][CH2:32][CH3:33].[CH3:34][c:35]1[cH:36][cH:37][cH:38][cH:39][cH:40]1.[CH3:41][CH2:42][O:43][C:44](=[O:45])[CH3:46].[I:1][c:2]1[cH:3][n:4][c:5]2[n:6]1[cH:7][c:8]([C:11](=[O:12])[O:13][CH3:14])[cH:9][cH:10]2.[cH:47]1[cH:48][cH:49][c:50]([P:51]([Pd:52]([P:53]([c:54]2[cH:55][cH:56][cH:57][cH:58][cH:59]2)([c:60]2[cH:61][cH:62][cH:63][cH:64][cH:65]2)[c:66]2[cH:67][cH:68][cH:69][cH:70][cH:71]2)([P:72]([c:73]2[cH:74][cH:75][cH:76][cH:77][cH:78]2)([c:79]2[cH:80][cH:81][cH:82][cH:83][cH:84]2)[c:85]2[cH:86][cH:87][cH:88][cH:89][cH:90]2)[P:91]([c:92]2[cH:93][cH:94][cH:95][cH:96][cH:97]2)([c:98]2[cH:99][cH:100][cH:101][cH:102][cH:103]2)[c:104]2[cH:105][cH:106][cH:107][cH:108][cH:109]2)([c:110]2[cH:111][cH:112][cH:113][cH:114][cH:115]2)[c:116]2[cH:117][cH:118][cH:119][cH:120][cH:121]2)[cH:122][cH:123]1>>[c:2]1(-[c:20]2[n:21][cH:22][cH:23][cH:24][cH:25]2)[cH:3][n:4][c:5]2[n:6]1[cH:7][c:8]([C:11](=[O:12])[O:13][CH3:14])[cH:9][cH:10]2. Yields the product CC1COc2c1cc(CO)nc2Cl. As a reaction SMILES: [CH2:15]([SnH:16]([CH2:17][CH2:18][CH2:19][CH3:20])[CH2:21][CH2:22][CH2:23][CH3:24])[CH2:25][CH2:26][CH3:27].[CH2:1]([CH:2]=[CH2:3])[O:4][c:5]1[c:6]([Cl:14])[n:7][c:8]([CH2:12][OH:13])[cH:9][c:10]1[I:11].[cH:28]1[cH:29][cH:30][cH:31][cH:32][cH:33]1>>[CH2:1]1[CH:2]([CH3:3])[c:10]2[c:5]([c:6]([Cl:14])[n:7][c:8]([CH2:12][OH:13])[cH:9]2)[O:4]1. Starting materials: CCCC[SnH](CCCC)CCCC, C=CCOc1c(I)cc(CO)nc1Cl, c1ccccc1.